describe an organic reaction: reactants, conditions, products, and yield From a dataset of the Open Reaction Database (ORD), a public repository of structured organic reaction records. Starting materials: COC(=O)C=1C=C(C2=C(SCC3=C(O2)C(=CC=C3)Cl)C1)C (4-Chloro-6-methyl-11H-5-oxa-10-thia-dibenzo[a,d]cycloheptene-8-carboxylic acid methyl ester), [N+](=O)(O)[O-] (nitric acid), S(O)(O)(=O)=O (sulfuric acid). The solvent is ice water. Reaction conditions: time 18 hour. The product is COC(=O)C=1C=C(C2=C(S(CC3=C(O2)C(=CC(=C3)[N+](=O)[O-])Cl)=O)C1)C (4-Chloro-6-methyl-2-nitro-10-oxo-10,11-dihydro-5-oxa-10lambda*4*-thia-dibenzo[a,d]cycloheptene-8-carboxylic acid methyl ester). As a reaction SMILES: [CH3:1][O:2][C:3]([C:5]1[CH:6]=[C:7]([CH3:21])[C:8]2[O:14][C:13]3[C:15]([Cl:19])=[CH:16][CH:17]=[CH:18][C:12]=3[CH2:11][S:10][C:9]=2[CH:20]=1)=[O:4].[N+:22]([O-])([OH:24])=[O:23].S(=O)(=O)(O)[OH:27]>>[CH3:1][O:2][C:3]([C:5]1[CH:6]=[C:7]([CH3:21])[C:8]2[O:14][C:13]3[C:15]([Cl:19])=[CH:16][C:17]([N+:22]([O-:24])=[O:23])=[CH:18][C:12]=3[CH2:11][S:10](=[O:27])[C:9]=2[CH:20]=1)=[O:4]. Reported procedure: Compound of Example 15b (4.1 g, 12.8 mmol) was added to solution of nitrating mixture (nitric acid 200 mL and sulfuric acid 20 mL) at 0° C. and stirred for 18 h. The reaction mixture was poured slowly with stirring into ice water (200 mL). The solid separated was filtered, washed with water and dried to obtain the title compound. Yield: 2.5 g, (52%); 1H NMR (CDCl3, 300 MHz): δ 2.65 (s, 3H, CH3), 3.93 (s, 3H, OCH3), 4.57 (s, 2H, CH2), 8.16 (d, 2H, Ar), 8.35 (d, 2H, Ar); MS: m/e (ES−) 380 (M−1). Starting materials: C(C1=CC=CC=C1)OC[C@@H]1C[C@H](CN1S(=O)(=O)C1=CC2=CC=CC=C2C=C1)O ((3R,5S)-5-benzyloxymethyl-1-(naphthalene-2-sulfonyl)-pyrrolidin-3-ol), N(=NC(=O)[O-])C(=O)[O-] (azodicarboxylate), CS(=O)(=O)O (methanesulphonic acid), C1(=CC=CC=C1)P(C1=CC=CC=C1)C1=CC=CC=C1 (triphenylphosphine). Run in C1(=CC=CC=C1)C (toluene), C1(=CC=CC=C1)C (toluene), C(C)N(CC)CC (triethylamine). Run at time 5 minute. The product is C(C1=CC=CC=C1)OC[C@@H]1C[C@@H](CN1S(=O)(=O)C1=CC2=CC=CC=C2C=C1)OS(=O)(=O)C ((3S,5S)-methanesulfonic acid 5-benzyloxymethyl-1-(naphthalene-2-sulfonyl)-pyrrolidin-3-yl ester). Isolated yield 80.9%. As a reaction SMILES: [CH3:1][S:2]([OH:5])(=[O:4])=[O:3].C1(P(C2C=CC=CC=2)C2C=CC=CC=2)C=CC=CC=1.[CH2:25]([O:32][CH2:33][C@H:34]1[N:38]([S:39]([C:42]2[CH:51]=[CH:50][C:49]3[C:44](=[CH:45][CH:46]=[CH:47][CH:48]=3)[CH:43]=2)(=[O:41])=[O:40])[CH2:37][C@H:36](O)[CH2:35]1)[C:26]1[CH:31]=[CH:30][CH:29]=[CH:28][CH:27]=1.N(C([O-])=O)=NC([O-])=O>C1(C)C=CC=CC=1.C(N(CC)CC)C>[CH2:25]([O:32][CH2:33][C@H:34]1[N:38]([S:39]([C:42]2[CH:51]=[CH:50][C:49]3[C:44](=[CH:45][CH:46]=[CH:47][CH:48]=3)[CH:43]=2)(=[O:41])=[O:40])[CH2:37][C@@H:36]([O:3][S:2]([CH3:1])(=[O:5])=[O:4])[CH2:35]1)[C:26]1[CH:31]=[CH:30][CH:29]=[CH:28][CH:27]=1. Procedure: To a suspension of methanesulphonic acid (0.96 g) in toluene (30 ml) was added triethylamine (1.40 ml) and triphenylphosphine (2.72 g) at 0–5° C. The suspension was stirred for 5 minutes, and (3R,5S)-5-benzyloxymethyl-1-(naphthalene-2-sulfonyl)-pyrrolidin-3-ol (3.46 g) dissolved in toluene (20 ml) was added dropwise in 5 minutes, followed by diisipropyl azodicarboxylate (2.0 ml). The reaction mixture was stirred for 3 h at 85° C., poured onto ice/water and extracted with ethy acetate. The organi... Starting materials: C(C1=CC=CC=C1)N1C(C(CC1=O)C(=O)O)C1=C(C=CC=C1Cl)Cl (1-benzyl-2-(2,6-dichlorophenyl)-5-oxopyrrolidin-3-carboxylic acid), CO.B(F)(F)F (boron trifluoride methanol). Yields the product C(C1=CC=CC=C1)N1C(C(CC1=O)C(=O)OC)C1=C(C=CC=C1Cl)Cl (Methyl 1-Benzyl-2-(2,6-dichlorophenyl)-5-oxopyrrolidin-3-carboxylate). RXN SMILES: [CH2:1]([N:8]1[C:12](=[O:13])[CH2:11][CH:10]([C:14]([OH:16])=[O:15])[CH:9]1[C:17]1[C:22]([Cl:23])=[CH:21][CH:20]=[CH:19][C:18]=1[Cl:24])[C:2]1[CH:7]=[CH:6][CH:5]=[CH:4][CH:3]=1.[CH3:25]O.B(F)(F)F>>[CH2:1]([N:8]1[C:12](=[O:13])[CH2:11][CH:10]([C:14]([O:16][CH3:25])=[O:15])[CH:9]1[C:17]1[C:18]([Cl:24])=[CH:19][CH:20]=[CH:21][C:22]=1[Cl:23])[C:2]1[CH:7]=[CH:6][CH:5]=[CH:4][CH:3]=1 |f:1.2|. Procedure details: A solution of 25 g of 1-benzyl-2-(2,6-dichlorophenyl)-5-oxopyrrolidin-3-carboxylic acid in 247 ml of boron trifluoride methanol was refluxed for 7 hours and then concentrated in vacuo to a solid. The solid was dissolved in chloroform and the chloroform washed with a saturated sodium carbonate solution and then with a saturated sodium bicarbonate solution. Drying (Na2SO4), filtration, and concentration in vacuo provided 18 g of off-white crystals, m.p. 97°-102°. Product: N#CC1(CCOc2ccc3c(c2)CNCC3)CCN(c2ccncc2)CC1. Reaction SMILES: [C:45].[CH2:1]([O:2][C:3](=[O:4])[N:11]1[CH2:12][c:13]2[cH:14][c:15]([O:21][CH2:22][CH2:23][C:24]3([C:36]#[N:37])[CH2:25][CH2:26][N:27]([c:30]4[cH:31][cH:32][n:33][cH:34][cH:35]4)[CH2:28][CH2:29]3)[cH:16][cH:17][c:18]2[CH2:19][CH2:20]1)[c:5]1[cH:6][cH:7][cH:8][cH:9][cH:10]1.[CH3:42][CH2:43][OH:44].[CH:38]([O-:39])=[O:40].[NH4+:41].[Pd:46]>>[NH:11]1[CH2:12][c:13]2[cH:14][c:15]([O:21][CH2:22][CH2:23][C:24]3([C:36]#[N:37])[CH2:25][CH2:26][N:27]([c:30]4[cH:31][cH:32][n:33][cH:34][cH:35]4)[CH2:28][CH2:29]3)[cH:16][cH:17][c:18]2[CH2:19][CH2:20]1. Reactants: C, N#CC1(CCOc2ccc3c(c2)CN(C(=O)OCc2ccccc2)CC3)CCN(c2ccncc2)CC1, CCO, O=C[O-], [NH4+], [Pd]. The reactants are CCCC[N+](CCCC)(CCCC)CCCC, C1CCOC1, [F-], CC(C)[Si](OCC(C(=O)Nc1ccc2cnccc2c1)c1ccccc1)(C(C)C)C(C)C. Yields the product O=C(Nc1ccc2cnccc2c1)C(CO)c1ccccc1. Reaction SMILES: [CH2:34]([N+:35]([CH2:36][CH2:37][CH2:38][CH3:39])([CH2:40][CH2:41][CH2:42][CH3:43])[CH2:44][CH2:45][CH2:46][CH3:47])[CH2:48][CH2:49][CH3:50].[CH2:51]1[O:52][CH2:53][CH2:54][CH2:55]1.[F-:33].[cH:1]1[n:2][cH:3][cH:4][c:5]2[cH:6][c:7]([NH:11][C:12]([CH:13]([CH2:14][O:15][Si:16]([CH:17]([CH3:18])[CH3:19])([CH:20]([CH3:21])[CH3:22])[CH:23]([CH3:24])[CH3:25])[c:26]3[cH:27][cH:28][cH:29][cH:30][cH:31]3)=[O:32])[cH:8][cH:9][c:10]12>>[cH:1]1[n:2][cH:3][cH:4][c:5]2[cH:6][c:7]([NH:11][C:12]([CH:13]([CH2:14][OH:15])[c:26]3[cH:27][cH:28][cH:29][cH:30][cH:31]3)=[O:32])[cH:8][cH:9][c:10]12. Starting materials: 3,5-(CF3)2C6H3, NC1=CC=C(C=C1)C(C)=O (p-amino-acetophenone), C([O-])([O-])=O.[Na+].[Na+] (sodium carbonate). The reagents and catalysts are C1=CC=C(C=C1)P(C2=CC=CC=C2)C3=CC=CC=C3.C1=CC=C(C=C1)P(C2=CC=CC=C2)C3=CC=CC=C3.C1=CC=C(C=C1)P(C2=CC=CC=C2)C3=CC=CC=C3.[Cl-].[Cl-].[Ru+2] (Tris(triphenylphosphine)ruthenium(II) chloride), [Fe] (Fe). Run in O1CCCC1 (tetrahydrofuran), O1CCCC1 (tetrahydrofuran). Run at temperature 65 celsius, time 1 hour. Yields the product NC1=CC=C(C=C1)C(C)O (1-(p-aminophenyl)ethanol). RXN SMILES: [NH2:1][C:2]1[CH:7]=[CH:6][C:5]([C:8](=[O:10])[CH3:9])=[CH:4][CH:3]=1.C(=O)([O-])[O-].[Na+].[Na+]>O1CCCC1.C1C=CC(P(C2C=CC=CC=2)C2C=CC=CC=2)=CC=1.C1C=CC(P(C2C=CC=CC=2)C2C=CC=CC=2)=CC=1.C1C=CC(P(C2C=CC=CC=2)C2C=CC=CC=2)=CC=1.[Cl-].[Cl-].[Ru+2].[Fe]>[NH2:1][C:2]1[CH:7]=[CH:6][C:5]([CH:8]([OH:10])[CH3:9])=[CH:4][CH:3]=1 |f:1.2.3,5.6.7.8.9.10|. Procedure details: Tris(triphenylphosphine)ruthenium(II) chloride (1.9 mg, 2 μmol, 0.5 mol %) and a chiral ligand (M=Fe, R=t-Bu, Ar=3,5-(CF3)2C6H3—, 1.3 μmol, 0.33 mol %) were dissolved in tetrahydrofuran (3 mL) under nitrogen atmosphere, and then heated and stirred for 1 h at 65° C. After the mixture was cooled to room temperature, p-amino-acetophenone (0.4 mmol), tetrahydrofuran (2 mL) and an aqueous solution of sodium carbonate (0.4 mL, 0.2 M) were added thereto. Thereafter, the reaction system was placed in an... Reactants: CCOC(=O)Cc1ccc(OC)c(Oc2ccc(N)cc2CN2CCOC2=O)c1, O=C=NCc1ccccc1. Product: CCOC(=O)Cc1ccc(OC)c(Oc2ccc(NC(=O)NCc3ccccc3)cc2CN2CCOC2=O)c1. As a reaction SMILES: [CH2:1]([CH3:2])[O:3][C:4]([CH2:5][c:6]1[cH:7][c:8]([O:14][c:15]2[c:16]([CH2:22][N:23]3[C:24](=[O:28])[O:25][CH2:26][CH2:27]3)[cH:17][c:18]([NH2:21])[cH:19][cH:20]2)[c:9]([O:12][CH3:13])[cH:10][cH:11]1)=[O:29].[CH2:30]([c:31]1[cH:32][cH:33][cH:34][cH:35][cH:36]1)[N:37]=[C:38]=[O:39]>>[CH2:1]([CH3:2])[O:3][C:4]([CH2:5][c:6]1[cH:7][c:8]([O:14][c:15]2[c:16]([CH2:22][N:23]3[C:24](=[O:28])[O:25][CH2:26][CH2:27]3)[cH:17][c:18]([NH:21][C:38]([NH:37][CH2:30][c:31]3[cH:32][cH:33][cH:34][cH:35][cH:36]3)=[O:39])[cH:19][cH:20]2)[c:9]([O:12][CH3:13])[cH:10][cH:11]1)=[O:29].